Dataset: the Open Reaction Database (ORD), a public repository of structured organic reaction records. Task: describe an organic reaction: reactants, conditions, products, and yield Starting materials: Brc1ccc(-c2ccccn2)cc1, C#CC1(O)CN2CCC1CC2, CCO, CN(C)C=O, CCCCCC, [Cu]I. The product is OC1(C#Cc2ccc(-c3ccccn3)cc2)CN2CCC1CC2. As a reaction SMILES: [Br:12][c:13]1[cH:14][cH:15][c:16](-[c:19]2[n:20][cH:21][cH:22][cH:23][cH:24]2)[cH:17][cH:18]1.[C:1](#[CH:2])[C:3]1([OH:11])[CH2:4][N:5]2[CH2:6][CH2:7][CH:8]1[CH2:9][CH2:10]2.[CH2:38]([OH:39])[CH3:40].[CH3:25][N:26]([CH3:27])[CH:28]=[O:29].[CH3:32][CH2:33][CH2:34][CH2:35][CH2:36][CH3:37].[Cu:30][I:31]>>[C:1](#[C:2][c:13]1[cH:14][cH:15][c:16](-[c:19]2[n:20][cH:21][cH:22][cH:23][cH:24]2)[cH:17][cH:18]1)[C:3]1([OH:11])[CH2:4][N:5]2[CH2:6][CH2:7][CH:8]1[CH2:9][CH2:10]2. Reactants: C1(CC1)COC=1C=C(C=O)C=CC1OC(F)F (3-cyclopropylmethoxy-4-difluoromethoxybenzaldehyde), [BH4-].[Na+] (sodium borohydride), [OH-].[Na+] (sodium hydroxide). Solvent: C(C)O (ethanol). Yields the product C1(CC1)COC=1C=C(CO)C=CC1OC(F)F (3-Cyclopropylmethoxy-4-difluoromethoxybenzyl alcohol). Reaction SMILES: [CH:1]1([CH2:4][O:5][C:6]2[CH:7]=[C:8]([CH:11]=[CH:12][C:13]=2[O:14][CH:15]([F:17])[F:16])[CH:9]=[O:10])[CH2:3][CH2:2]1.[BH4-].[Na+].[OH-].[Na+]>C(O)C>[CH:1]1([CH2:4][O:5][C:6]2[CH:7]=[C:8]([CH:11]=[CH:12][C:13]=2[O:14][CH:15]([F:16])[F:17])[CH2:9][OH:10])[CH2:3][CH2:2]1 |f:1.2,3.4|. Reported procedure: Crude 3-cyclopropylmethoxy-4-difluoromethoxybenzaldehyde (26.4 g) in absolute ethanol (200 mL) was treated with sodium borohydride (8.23 g, 217 mmol) under an argon atmosphere at room temperature for 0.33 h. Ten percent aqueous sodium hydroxide (150 mL) was added, the ethanol was removed in vacuo and the aqueous residue was extracted three times with ether. The organic extract was washed twice with brine, was dried (sodium sulfate), was filtered and was evaporated to a pale yellow oil (24.4 g).